The task is: describe an organic reaction: reactants, conditions, products, and yield. This data is from the Open Reaction Database (ORD), a public repository of structured organic reaction records. The reactants are CCOC(=O)C(OCC)n1cccc([N+](=O)[O-])c1=O, CCO. Product: CCOC(=O)C(OCC)n1cccc(N)c1=O. As a reaction SMILES: [CH2:1]([CH3:2])[O:3][C:4]([CH:5]([n:6]1[c:7](=[O:15])[c:8]([N+:12]([O-:13])=[O:14])[cH:9][cH:10][cH:11]1)[O:16][CH2:17][CH3:18])=[O:19].[CH3:20][CH2:21][OH:22]>>[CH2:1]([CH3:2])[O:3][C:4]([CH:5]([n:6]1[c:7](=[O:15])[c:8]([NH2:12])[cH:9][cH:10][cH:11]1)[O:16][CH2:17][CH3:18])=[O:19]. Reactants: [Al+3], C1CCOC1, N#CCc1ccccc1OCc1ccccc1, [H-], [H-], [H-], [H-], [Li+], [Na+], [Na+], O=S(=O)([O-])[O-], O. RXN SMILES: [Al+3:2].[CH2:32]1[O:33][CH2:34][CH2:35][CH2:36]1.[CH2:7]([c:8]1[cH:9][cH:10][cH:11][cH:12][cH:13]1)[O:14][c:15]1[c:16]([CH2:21][C:22]#[N:23])[cH:17][cH:18][cH:19][cH:20]1.[H-:1].[H-:4].[H-:5].[H-:6].[Li+:3].[Na+:25].[Na+:26].[O-:27][S:28](=[O:29])(=[O:30])[O-:31].[OH2:24]>>[CH2:7]([c:8]1[cH:9][cH:10][cH:11][cH:12][cH:13]1)[O:14][c:15]1[c:16]([CH2:21][CH2:22][NH2:23])[cH:17][cH:18][cH:19][cH:20]1. Yields the product NCCc1ccccc1OCc1ccccc1. Reactants: C(C)N (ethylamine), OC1=CC=C(C=O)C=C1 (4-hydroxy-benzaldehyde). Yields the product C(C)NCC1=CC=C(C=C1)O (4-Ethylaminomethyl-phenol). Reaction SMILES: [CH2:1]([NH2:3])[CH3:2].[OH:4][C:5]1[CH:12]=[CH:11][C:8]([CH:9]=O)=[CH:7][CH:6]=1>>[CH2:1]([NH:3][CH2:9][C:8]1[CH:11]=[CH:12][C:5]([OH:4])=[CH:6][CH:7]=1)[CH3:2]. Procedure: prepared by reaction of ethylamine with 4-hydroxy-benzaldehyde The reactants are FC(C1=CC=C(C=C1)NN)(F)F (4-trifluoromethylphenylhydrazine). Reagents/catalysts: [Ni] (Raney nickel). The solvent is CO (methanol). The product is FC(C1=CC=C(N)C=C1)(F)F (4-Trifluoromethylaniline). Yield: 100.0%. RXN SMILES: [F:1][C:2]([F:12])([F:11])[C:3]1[CH:8]=[CH:7][C:6]([NH:9]N)=[CH:5][CH:4]=1>[Ni].CO>[F:1][C:2]([F:11])([F:12])[C:3]1[CH:8]=[CH:7][C:6]([NH2:9])=[CH:5][CH:4]=1. Procedure details: Raney nickel (2 g) was added to a solution of 4-trifluoromethylphenylhydrazine (1 g) in methanol (5 ml) and heated at reflux for 1 hour. The cooled mixture was filtered and evaporated to give the title compound in 100% yield. Starting materials: C(C)OC(=O)C=1N=CN2C3=C(C(NCC12)=O)C=C(C=C3)OC (8-Methoxy-6-oxo-5,6-dihydro-4H-2,5,10b-triaza-benzo[e]azulene-3-carboxylic acid ethyl ester), CN(C1=CC=C(C=C1)C)C (N,N-dimethyl-p-toluidine), [Cl-].[P+]=O (Phosphorous oxide chloride). The solvent is C(Cl)Cl.CC(=O)C (CH2Cl2 aceton), ClC1=CC=CC=C1 (chlorobenzene). Product: C(C)OC(=O)C=1N=CN2C3=C(C(=NCC12)Cl)C=C(C=C3)OC (6-Chloro-8-methoxy-4H-2,5,10b-triaza-benzo[e]azulene-3-carboxylic Acid Ethyl Ester). As a reaction SMILES: [CH2:1]([O:3][C:4]([C:6]1[N:7]=[CH:8][N:9]2[C:15]=1[CH2:14][NH:13][C:12](=O)[C:11]1[CH:17]=[C:18]([O:21][CH3:22])[CH:19]=[CH:20][C:10]2=1)=[O:5])[CH3:2].CN(C)C1C=CC(C)=CC=1.[Cl-:33].[P+]=O>ClC1C=CC=CC=1.C(Cl)Cl.CC(C)=O>[CH2:1]([O:3][C:4]([C:6]1[N:7]=[CH:8][N:9]2[C:15]=1[CH2:14][N:13]=[C:12]([Cl:33])[C:11]1[CH:17]=[C:18]([O:21][CH3:22])[CH:19]=[CH:20][C:10]2=1)=[O:5])[CH3:2] |f:2.3,5.6,^3:33|. Procedure details: 8-Methoxy-6-oxo-5,6-dihydro-4H-2,5,10b-triaza-benzo[e]azulene-3-carboxylic acid ethyl ester (7.5 g, 25 mmol) and N,N-dimethyl-p-toluidine (10.8 mL, 75 mmol) were mixed in chlorobenzene (80 mL) under argon. Phosphorous oxide chloride (3.4 mL, 37 mmol) was added at rt, and the mixture heated at reflux for 3.5 h. The resulting solution was cooled to rt, diluted with CH2Cl2/aceton 100:15 (300 mL), and directly purified by flash chromatography on silica gel in CH2Cl2/acetone 100:15. The white product... Starting materials: C1(=CC=CC=C1)CCCC(=O)C1=CC=C(C=C1)C=C1C(NC(S1)=O)=O (5-[4-(4-Phenylbutyryl)phenylmethylene]thiazolidine-2,4-dione), CC(=O)C.OS(=O)(=O)O.O=[Cr](=O)=O (Jones' Reagent). Run in CC(=O)C (acetone). Conditions: time 2 hour. Product: C1(=CC=CC=C1)CCCC(=O)C1=CC=C(CC2C(NC(S2)=O)=O)C=C1 (5-[4-(4-Phenylbutyryl)benzyl]thiazolidine-2,4-dione). Isolated yield 89.5%. Reaction SMILES: [C:1]1([CH2:7][CH2:8][CH2:9][C:10]([C:12]2[CH:17]=[CH:16][C:15]([CH:18]=[C:19]3[S:23][C:22](=[O:24])[NH:21][C:20]3=[O:25])=[CH:14][CH:13]=2)=[O:11])[CH:6]=[CH:5][CH:4]=[CH:3][CH:2]=1.CC(C)=O.OS(O)(=O)=O.O=[Cr](=O)=O>CC(C)=O>[C:1]1([CH2:7][CH2:8][CH2:9][C:10]([C:12]2[CH:13]=[CH:14][C:15]([CH2:18][CH:19]3[S:23][C:22](=[O:24])[NH:21][C:20]3=[O:25])=[CH:16][CH:17]=2)=[O:11])[CH:6]=[CH:5][CH:4]=[CH:3][CH:2]=1 |f:1.2.3|. Reported procedure: To a solution of the title product of Example 66 (145 mg, 0.408 mmol) in acetone (10 ml) at 0° C. was added in a dropwise fashion Jones' Reagent (2.67M, 0.39 ml, 1.0 mmol). After stirring for 2 hours at room temperature, the reaction was quenched by the addition of isopropanol (1 ml) followed by water (20 ml), and stirred 10 minutes. The blue solution was decanted and extracted with EtOAc (2×20 ml). The combined organic layers were washed with water (20 ml), brine (20 ml), dried (MgSO4), filtere... Starting materials: O=C(Cl)OCC(Cl)(Cl)Cl, C1CCOC1, c1ccncc1, Nc1ccnnc1. Yields the product O=C(Nc1ccnnc1)OCC(Cl)(Cl)Cl. As a reaction SMILES: [Cl:14][C:15](=[O:16])[O:17][CH2:18][C:19]([Cl:20])([Cl:21])[Cl:22].[O:23]1[CH2:24][CH2:25][CH2:26][CH2:27]1.[cH:8]1[cH:9][cH:10][n:11][cH:12][cH:13]1.[n:1]1[n:2][cH:3][c:4]([NH2:7])[cH:5][cH:6]1>>[n:1]1[n:2][cH:3][c:4]([NH:7][C:15](=[O:16])[O:17][CH2:18][C:19]([Cl:20])([Cl:21])[Cl:22])[cH:5][cH:6]1. The reactants are OC1C(=C(C(C1)=NO)CCCCCCC(=O)O)C=CC1=CC=CC=C1 (3-hydroxy-5-hydroxyimino-2-styrylcyclopent-1-eneheptanoic acid), [N+](=[N-])=C (diazomethane), [N+](=[N-])=C (diazomethane), N(=O)CNC(=O)N (N-nitrosomethylurea), [OH-].[K+] (potassium hydroxide). Solvent: C(OC)COC (dimethoxyethane), C(C)(=O)O (acetic acid), O (water). Product: OC1C(=C(C(C1)=NO)CCCCCCC(=O)OC)C=CC1=CC=CC=C1 (methyl 3-hydroxy-5-hydroxyimino-2-styrylcyclopent-1-eneheptanoate). Reaction SMILES: [OH:1][CH:2]1[CH2:6][C:5](=[N:7][OH:8])[C:4]([CH2:9][CH2:10][CH2:11][CH2:12][CH2:13][CH2:14][C:15]([OH:17])=[O:16])=[C:3]1[CH:18]=[CH:19][C:20]1[CH:25]=[CH:24][CH:23]=[CH:22][CH:21]=1.[N+](=[CH2:28])=[N-].N(CNC(N)=O)=O.[OH-].[K+]>C(O)(=O)C.O.C(COC)OC>[OH:1][CH:2]1[CH2:6][C:5](=[N:7][OH:8])[C:4]([CH2:9][CH2:10][CH2:11][CH2:12][CH2:13][CH2:14][C:15]([O:17][CH3:28])=[O:16])=[C:3]1[CH:18]=[CH:19][C:20]1[CH:21]=[CH:22][CH:23]=[CH:24][CH:25]=1 |f:3.4|. Procedure details: A cold solution of 1 part of 3-hydroxy-5-hydroxyimino-2-styrylcyclopent-1-eneheptanoic acid in 42.3 parts of dimethoxyethane is treated with a cold ethereal solution of diazomethane, prepared from 1.2 parts of N-nitrosomethylurea, 1.4 parts of potassium hydroxide and 2.5 parts of water. That mixture is allowed to react for 2 minutes, after which time, the cold excess diazomethane is decomposed by the careful addition of glacial acetic acid. The ethereal solution is washed with dilute aqueous sod...